Dataset: the Open Reaction Database (ORD), a public repository of structured organic reaction records. Task: describe an organic reaction: reactants, conditions, products, and yield Reactants: Cl.C(C)N(CC)CCCl (diethylaminoethyl chloride hydrochloride), [I-].[Na+] (sodium iodide), C1(=CC=CC=C1)C1COC=2C=CC=C3C4=C(C=CC=C4N1C23)O (1-phenyl-1,2-dihydro[1,4]oxazino[2,3,4-jk]carbazol-7-ol), C([O-])([O-])=O.[K+].[K+] (potassium carbonate), Cl.C(C)N(CC)CCCl (diethylaminoethyl chloride hydrochloride), C([O-])([O-])=O.[K+].[K+] (potassium carbonate), Cl.C(C)N(CC)CCCl (diethylaminoethyl chloride hydrochloride). Solvent: CN(C)C=O (DMF). Run at time 5.5 hour. The product is C(C)N(CCOC1=CC=CC=2N3C4=C(C=CC=C4C12)OCC3C3=CC=CC=C3)CC (N,N-diethyl-2-[(1-phenyl-1,2-dihydro[1,4]oxazino[2,3,4-jk]carbazol-7-yl)oxy]-1-ethanamine). The yield is 62.8%. Reaction SMILES: [C:1]1([CH:7]2[N:21]3[C:22]4[C:14]([C:15]5[C:20]3=[CH:19][CH:18]=[CH:17][C:16]=5[OH:23])=[CH:13][CH:12]=[CH:11][C:10]=4[O:9][CH2:8]2)[CH:6]=[CH:5][CH:4]=[CH:3][CH:2]=1.C(=O)([O-])[O-].[K+].[K+].Cl.[CH2:31]([N:33]([CH2:36][CH2:37]Cl)[CH2:34][CH3:35])[CH3:32].[I-].[Na+]>CN(C=O)C>[CH2:31]([N:33]([CH2:36][CH3:37])[CH2:34][CH2:35][O:23][C:16]1[C:15]2[C:14]3[C:22]4=[C:10]([O:9][CH2:8][CH:7]([C:1]5[CH:2]=[CH:3][CH:4]=[CH:5][CH:6]=5)[N:21]4[C:20]=2[CH:19]=[CH:18][CH:17]=1)[CH:11]=[CH:12][CH:13]=3)[CH3:32] |f:1.2.3,4.5,6.7|. Procedure: To a mixture of 1-phenyl-1,2-dihydro[1,4]oxazino[2,3,4-jk]carbazol-7-ol (0.048 g, 0.159 mmol), potassium carbonate (0.044 g, 0.318 mmol), and DMF (1.0 mL) at 100° C. is added diethylaminoethyl chloride hydrochloride (0.033 g, 0.191 mmol) in aliquots over 1 h. After 5.5 h, an additional 0.011 g of diethylaminoethyl chloride hydrochloride is added, and one hour later, a few crystals of sodium iodide are added. After heating for ten hours, the mixture is allowed to stir at room temperature for the ... Reactants: COC(=O)Cc1cccc(CCCCN(Cc2cccc(C(F)(F)F)c2Cl)CC(c2ccccc2)c2ccccc2)c1, CO, Cl, [Na+], [OH-], O. Yields the product O=C(O)Cc1cccc(CCCCN(Cc2cccc(C(F)(F)F)c2Cl)CC(c2ccccc2)c2ccccc2)c1. RXN SMILES: [CH3:1][O:2][C:3]([CH2:4][c:5]1[cH:6][c:7]([CH2:11][CH2:12][CH2:13][CH2:14][N:15]([CH2:16][CH:17]([c:18]2[cH:19][cH:20][cH:21][cH:22][cH:23]2)[c:24]2[cH:25][cH:26][cH:27][cH:28][cH:29]2)[CH2:30][c:31]2[c:32]([Cl:41])[c:33]([C:37]([F:38])([F:39])[F:40])[cH:34][cH:35][cH:36]2)[cH:8][cH:9][cH:10]1)=[O:42].[CH3:46][OH:47].[ClH:45].[Na+:44].[OH-:43].[OH2:48]>>[O:2]=[C:3]([CH2:4][c:5]1[cH:6][c:7]([CH2:11][CH2:12][CH2:13][CH2:14][N:15]([CH2:16][CH:17]([c:18]2[cH:19][cH:20][cH:21][cH:22][cH:23]2)[c:24]2[cH:25][cH:26][cH:27][cH:28][cH:29]2)[CH2:30][c:31]2[c:32]([Cl:41])[c:33]([C:37]([F:38])([F:39])[F:40])[cH:34][cH:35][cH:36]2)[cH:8][cH:9][cH:10]1)[OH:42]. Starting materials: CC(C)(C)OC(=O)Nc1ccc(C(=O)Nc2cnc3ccccc3c2)cc1, ClCCl, O, O=C(O)C(F)(F)F. The product is Nc1ccc(C(=O)Nc2cnc3ccccc3c2)cc1. RXN SMILES: [C:1]([O:2][C:3](=[O:4])[NH:7][c:8]1[cH:9][cH:10][c:11]([C:14]([NH:15][c:16]2[cH:17][n:18][c:19]3[cH:20][cH:21][cH:22][cH:23][c:24]3[cH:25]2)=[O:26])[cH:12][cH:13]1)([CH3:5])([CH3:6])[CH3:27].[Cl:28][CH2:29][Cl:30].[OH2:38].[OH:31][C:32]([C:33]([F:34])([F:35])[F:36])=[O:37]>>[NH2:7][c:8]1[cH:9][cH:10][c:11]([C:14]([NH:15][c:16]2[cH:17][n:18][c:19]3[cH:20][cH:21][cH:22][cH:23][c:24]3[cH:25]2)=[O:26])[cH:12][cH:13]1. The reactants are IC1=NN(C2=CC=C(C=C12)NS(=O)(=O)C1=C(C=CC=C1)S(=O)(=O)C)C(=O)OC(C)(C)C (tert-butyl 3-iodo-5-(2-methylsulfonylbenzenesulfonylamino)indazole-1-carboxylate), solid, tetrakis(triphenylphosphine)palladium[0], NC=1C=C(C=CC1)B(O)O (3-aminophenylboronic acid), C(O)([O-])=O.[Na+] (sodium hydrogencarbonate). Run in CN(C=O)C (dimethylformamide). The product is NC=1C=C(C=CC1)C1=NNC2=CC=C(C=C12)NS(=O)(=O)C1=C(C=CC=C1)S(=O)(=O)C (N-[3-(3-aminophenyl)-1H-indazol-5-yl]-2-methylsulfonylbenzenesulfonamide). Yield: 26.6%. Reaction SMILES: I[C:2]1[C:10]2[C:5](=[CH:6][CH:7]=[C:8]([NH:11][S:12]([C:15]3[CH:20]=[CH:19][CH:18]=[CH:17][C:16]=3[S:21]([CH3:24])(=[O:23])=[O:22])(=[O:14])=[O:13])[CH:9]=2)[N:4](C(OC(C)(C)C)=O)[N:3]=1.[NH2:32][C:33]1[CH:34]=[C:35](B(O)O)[CH:36]=[CH:37][CH:38]=1.C(=O)([O-])O.[Na+]>CN(C)C=O>[NH2:32][C:33]1[CH:38]=[C:37]([C:2]2[C:10]3[C:5](=[CH:6][CH:7]=[C:8]([NH:11][S:12]([C:15]4[CH:20]=[CH:19][CH:18]=[CH:17][C:16]=4[S:21]([CH3:24])(=[O:22])=[O:23])(=[O:13])=[O:14])[CH:9]=3)[NH:4][N:3]=2)[CH:36]=[CH:35][CH:34]=1 |f:2.3|. Procedure details: N-[3-(3-Aminophenyl)-1H-indazol-5-yl]-2-methylsulfonylbenzenesulfonamide can be obtained as described in Example 59 from 0.5 g of tert-butyl 3-iodo-5-(2-methylsulfonylbenzenesulfonylamino)indazole-1-carboxylate, 276 mg of 3-aminophenylboronic acid, 20 ml of dimethylformamide, 1.6 ml of a saturated aqueous sodium hydrogencarbonate solution and 25 mg of tetrakis(triphenylphosphine)palladium[0]. 102 mg of N-[3-(3-aminophenyl)-1H-indazol-5-yl]-2-methylsulfonylbenzenesulfonamide are thus obtained in ... Starting materials: CCOC(=O)CN(C)Cc1ccc([N+](=O)[O-])cc1, CCO, Cl, [Na+], [OH-]. Product: CN(CC(=O)O)Cc1ccc([N+](=O)[O-])cc1. As a reaction SMILES: [CH2:1]([CH3:2])[O:3][C:4](=[O:5])[CH2:6][N:7]([CH3:8])[CH2:9][c:10]1[cH:11][cH:12][c:13]([N+:16](=[O:17])[O-:18])[cH:14][cH:15]1.[CH3:22][CH2:23][OH:24].[ClH:21].[Na+:20].[OH-:19]>>[O:3]=[C:4]([OH:5])[CH2:6][N:7]([CH3:8])[CH2:9][c:10]1[cH:11][cH:12][c:13]([N+:16](=[O:17])[O-:18])[cH:14][cH:15]1.